Dataset: the Open Reaction Database (ORD), a public repository of structured organic reaction records. Task: describe an organic reaction: reactants, conditions, products, and yield Reactants: CCC(COc1ccc(C(CC(=O)N2C(=O)OCC2Cc2ccccc2)c2ccon2)cc1)Oc1ccc(C(F)(F)F)cc1, C1CCOC1, Cl, [Li+], [OH-], O, OO. Yields the product CCC(COc1ccc(C(CC(=O)O)c2ccon2)cc1)Oc1ccc(C(F)(F)F)cc1. Reaction SMILES: [CH2:1]([CH:2]1[CH2:3][O:4][C:5](=[O:6])[N:7]1[C:14]([CH2:15][CH:16]([c:17]1[cH:18][cH:19][c:20]([O:23][CH2:24][CH:25]([CH2:26][CH3:27])[O:28][c:29]2[cH:30][cH:31][c:32]([C:35]([F:36])([F:37])[F:38])[cH:33][cH:34]2)[cH:21][cH:22]1)[c:39]1[n:40][o:41][cH:42][cH:43]1)=[O:44])[c:8]1[cH:9][cH:10][cH:11][cH:12][cH:13]1.[CH2:50]1[O:51][CH2:52][CH2:53][CH2:54]1.[ClH:49].[Li+:47].[OH-:48].[OH2:55].[OH:45][OH:46]>>[C:14]([CH2:15][CH:16]([c:17]1[cH:18][cH:19][c:20]([O:23][CH2:24][CH:25]([CH2:26][CH3:27])[O:28][c:29]2[cH:30][cH:31][c:32]([C:35]([F:36])([F:37])[F:38])[cH:33][cH:34]2)[cH:21][cH:22]1)[c:39]1[n:40][o:41][cH:42][cH:43]1)([OH:44])=[O:45].